describe an organic reaction: reactants, conditions, products, and yield From a dataset of the Open Reaction Database (ORD), a public repository of structured organic reaction records. The reactants are C([O-])(O)=O.[Na+] (sodium bicarbonate), NC=1C(=NC=CC1C(=O)N)C1=CC=CC=C1 (3-amino-2-phenyl-4-pyridinecarboxamide), N(=O)[O-].[Na+] (sodium nitrite). Run in Cl (hydrochloric acid), O (water). Yields the product C1(=CC=CC=C1)C1=NC=CC2=C1N=NNC2=O (8-phenylpyrido[3,4-d]-1,2,3-triazin-4(3H)-one). The yield is 62.5%. RXN SMILES: [NH2:1][C:2]1[C:3]([C:11]2[CH:16]=[CH:15][CH:14]=[CH:13][CH:12]=2)=[N:4][CH:5]=[CH:6][C:7]=1[C:8]([NH2:10])=[O:9].[N:17]([O-])=O.[Na+].C(=O)(O)[O-].[Na+]>Cl.O>[C:11]1([C:3]2[C:2]3[N:1]=[N:17][NH:10][C:8](=[O:9])[C:7]=3[CH:6]=[CH:5][N:4]=2)[CH:12]=[CH:13][CH:14]=[CH:15][CH:16]=1 |f:1.2,3.4|. Procedure details: 639 mg of 3-amino-2-phenyl-4-pyridinecarboxamide in 7 ml of concentrated hydrochloric acid were stirred in an ice-bath during the addition of 240 mg of sodium nitrite in 2 ml of water. After 0.5 hour aqueous sodium bicarbonate solution was added until the mixture was basic and the produce was then extracted into ethyl acetate. The ethyl acetate extract was dried over sodium sulphate and evaporated, and the residue was recrystallized from ethanol to yield 420 mg of 8-phenylpyrido[3,4-d]-1,2,3-tri... Starting materials: C(C)C1(C(CCC2=CC=C(C=C12)OC)=NO)CC (1,1-Diethyl-7-methoxy-3,4-dihydro-1H-naphthalen-2-one oxime), C(C)NCC (diethylamine), [H-].[H-].[H-].[H-].[Li+].[Al+3] (LAH). Run in C1CCOC1 (THF). Reaction conditions: temperature 0 celsius. The product is C(C)C1(C2C(CC3=CC=C(C=C13)OC)N2)CC (7,7-Diethyl-5-methoxy-1a,2,7,7a-tetrahydro-1H-1-aza-cyclopropa[b]naphthalene). Reaction SMILES: [CH2:1]([C:3]1([CH2:17][CH3:18])[C:12]2[C:7](=[CH:8][CH:9]=[C:10]([O:13][CH3:14])[CH:11]=2)[CH2:6][CH2:5][C:4]1=[N:15]O)[CH3:2].C(NCC)C.[H-].[H-].[H-].[H-].[Li+].[Al+3]>C1COCC1>[CH2:1]([C:3]1([CH2:17][CH3:18])[C:12]2[C:7](=[CH:8][CH:9]=[C:10]([O:13][CH3:14])[CH:11]=2)[CH2:6][CH:5]2[NH:15][CH:4]12)[CH3:2] |f:2.3.4.5.6.7|. Reported procedure: To a solution of 1,1-Diethyl-7-methoxy-3,4-dihydro-1H-naphthalen-2-one oxime (4.68 g, 18.96 mmol) in dry THF (100 mL) at 0° C. was added the diethylamine (4.9 mL, 47.4 mmol) and the LAH (95% powder) (2.16 g, 56.9 mmol). The mixture was stirred at 0° C. for min then heated to reflux for 3 h. The gray solution was cooled down to 0° C., quenched with brine and diluted with AcOEt. The organic layer was decanted, washed with H2O (2×), brine, dried over MgSO4, filtered then evaporated. The residue was... Starting materials: BrB(Br)Br, C[O-], CO, CCOc1nccc2c(Nc3c(F)cc(F)cc3Cl)nc3ccncc3c12, Fc1cc(F)c(Nc2nc3ccncc3c3c(Cl)nccc23)c(Cl)c1, [Na+]. Product: O=c1[nH]ccc2c(Nc3c(F)cc(F)cc3Cl)nc3ccncc3c12. Reaction SMILES: [B:56]([Br:57])([Br:58])[Br:59].[CH3:53][O-:54].[CH3:60][OH:61].[Cl:1][c:2]1[c:3]([NH:10][c:11]2[n:12][c:13]3[cH:14][cH:15][n:16][cH:17][c:18]3[c:19]3[c:20]2[cH:21][cH:22][n:23][c:24]3[O:25][CH2:26][CH3:27])[c:4]([F:9])[cH:5][c:6]([F:8])[cH:7]1.[Cl:28][c:29]1[c:30]2[c:31]3[c:32]([cH:33][cH:34][n:35][cH:36]3)[n:37][c:38]([NH:39][c:40]3[c:41]([F:42])[cH:43][c:44]([F:45])[cH:46][c:47]3[Cl:48])[c:49]2[cH:50][cH:51][n:52]1.[Na+:55]>>[Cl:1][c:2]1[c:3]([NH:10][c:11]2[n:12][c:13]3[cH:14][cH:15][n:16][cH:17][c:18]3[c:19]3[c:20]2[cH:21][cH:22][nH:23][c:24]3=[O:25])[c:4]([F:9])[cH:5][c:6]([F:8])[cH:7]1. As a reaction SMILES: [CH2:1]([OH:8])[C:2]1[CH:7]=[CH:6][CH:5]=[CH:4][CH:3]=1.[H-].[Na+].[F:11][C:12]1[CH:13]=[C:14]([CH:18]=[C:19]([F:22])[C:20]=1F)[C:15]([OH:17])=[O:16].Cl>CN(C=O)C>[CH2:1]([O:8][C:20]1[C:19]([F:22])=[CH:18][C:14]([C:15]([OH:17])=[O:16])=[CH:13][C:12]=1[F:11])[C:2]1[CH:7]=[CH:6][CH:5]=[CH:4][CH:3]=1 |f:1.2|. Starting materials: C(C1=CC=CC=C1)O (benzyl alcohol), [H-].[Na+] (sodium hydride), Cl (hydrochloric acid), FC=1C=C(C(=O)O)C=C(C1F)F (3,4,5-trifluorobenzoic acid). Yields the product C(C1=CC=CC=C1)OC1=C(C=C(C(=O)O)C=C1F)F (4-(benzyloxy)-3,5-difluorobenzoic Acid). Run in CN(C)C=O (DMF). Procedure details: To a solution of benzyl alcohol (22.0 mL) in DMF (100 mL) was added sodium hydride (60% oil, 8.52 g), and the mixture was stirred at room temperature for 15 min. To the reaction mixture was added 3,4,5-trifluorobenzoic acid (15.0 g), and the mixture was stirred at room temperature for 1 hr. The reaction mixture was neutralized with 6 M hydrochloric acid, and the mixture was extracted with ethyl acetate. The obtained organic layer was washed with saturated brine, and dried over anhydrous magnesiu... Conditions: time 15 minute. The yield is 96.0%. Run at time 30 minute. Reaction SMILES: [O:1]1[C:5]2[CH:6]=[CH:7][C:8]([C:10]3[CH:15]=[CH:14][C:13]([N:16]4[C:20](=[O:21])[NH:19][N:18]=[C:17]4[CH2:22][C@@H:23]4[CH2:27][CH2:26][N:25](C(OC(C)(C)C)=O)[CH2:24]4)=[CH:12][CH:11]=3)=[CH:9][C:4]=2[CH:3]=[CH:2]1.O1CCOCC1.[ClH:41]>>[ClH:41].[O:1]1[C:5]2[CH:6]=[CH:7][C:8]([C:10]3[CH:15]=[CH:14][C:13]([N:16]4[C:17]([CH2:22][C@@H:23]5[CH2:27][CH2:26][NH:25][CH2:24]5)=[N:18][NH:19][C:20]4=[O:21])=[CH:12][CH:11]=3)=[CH:9][C:4]=2[CH:3]=[CH:2]1 |f:3.4|. Starting materials: O1C=CC2=C1C=CC(=C2)C2=CC=C(C=C2)N2C(=NNC2=O)C[C@H]2CN(CC2)C(=O)OC(C)(C)C (tert-butyl (3S)-3-({4-[4-(1-benzofuran-5-yl)phenyl]-5-oxo-4,5-dihydro-1H-1,2,4-triazol-3-yl}methyl)pyrrolidine-1-carboxylate), O1CCOCC1 (dioxane), Cl (HCl). Procedure details: In a round bottom flask under nitrogen, a yellow mixture of tert-butyl (3S)-3-({4-[4-(1-benzofuran-5-yl)phenyl]-5-oxo-4,5-dihydro-1H-1,2,4-triazol-3-yl}methyl)pyrrolidine-1-carboxylate (2.58 g, 5.60 mmol) in 4M HCl in dioxane (1.40 mL, 5.60 mmol) was stirred at room temperature for 30 min. The reaction mixture was concentrated in vacuo. Ethanol (300 mL) was added to the flask and the solvent was removed by concentration in vacuo to give the title compound as a cream coloured solid (2.14 g, 96%).... The product is Cl.O1C=CC2=C1C=CC(=C2)C2=CC=C(C=C2)N2C(NN=C2C[C@H]2CNCC2)=O (4-[4-(1-benzofuran-5-yl)phenyl]-5-[(3S)-pyrrolidin-3-ylmethyl]-2,4-dihydro-3H-1,2,4-triazol-3-one hydrochloride). Yields the product O=C1CCC(CCC(O)Cc2ccccc2)N1. Starting materials: [BH4-], CCO, [Na+], O=C(CCC1CCC(=O)N1)Cc1ccccc1. As a reaction SMILES: [BH4-:18].[CH3:20][CH2:21][OH:22].[Na+:19].[O:1]=[C:2]([CH2:3][CH2:4][CH:5]1[CH2:6][CH2:7][C:8](=[O:10])[NH:9]1)[CH2:11][c:12]1[cH:13][cH:14][cH:15][cH:16][cH:17]1>>[OH:1][CH:2]([CH2:3][CH2:4][CH:5]1[CH2:6][CH2:7][C:8](=[O:10])[NH:9]1)[CH2:11][c:12]1[cH:13][cH:14][cH:15][cH:16][cH:17]1. The reactants are O=C([O-])[O-], CCOC(=O)c1c(N2CCN(C(=O)c3cccs3)CC2)c2sccc2[nH]c1=O, CN1CCCC1=O, O=C(CCl)c1ccccc1, [Cs+], [Cs+], O. The product is CCOC(=O)c1c(N2CCN(C(=O)c3cccs3)CC2)c2sccc2n(CC(=O)c2ccccc2)c1=O. RXN SMILES: [C:29](=[O:30])([O-:31])[O-:32].[CH2:1]([CH3:2])[O:3][C:4](=[O:5])[c:6]1[c:7]([N:16]2[CH2:17][CH2:18][N:19]([C:22](=[O:23])[c:24]3[s:25][cH:26][cH:27][cH:28]3)[CH2:20][CH2:21]2)[c:8]2[c:9]([nH:10][c:11]1=[O:12])[cH:13][cH:14][s:15]2.[CH3:46][N:47]1[CH2:48][CH2:49][CH2:50][C:51]1=[O:52].[Cl:35][CH2:36][C:37](=[O:38])[c:39]1[cH:40][cH:41][cH:42][cH:43][cH:44]1.[Cs+:33].[Cs+:34].[OH2:45]>>[CH2:1]([CH3:2])[O:3][C:4](=[O:5])[c:6]1[c:7]([N:16]2[CH2:17][CH2:18][N:19]([C:22](=[O:23])[c:24]3[s:25][cH:26][cH:27][cH:28]3)[CH2:20][CH2:21]2)[c:8]2[c:9]([n:10]([CH2:36][C:37](=[O:38])[c:39]3[cH:40][cH:41][cH:42][cH:43][cH:44]3)[c:11]1=[O:12])[cH:13][cH:14][s:15]2. The reactants are C1=CC=CC=C1 (benzene), O (water), BrCCCCC(C(=O)[O-])(C)C (6-bromo-2,2-dimethylhexanoate), CC(C)C[AlH]CC(C)C (DIBAL), solution. Yields the product BrCCCCC(CO)(C)C (6-Bromo-2,2-dimethyl-1-hydroxyhexane). Procedure: In a 1-L 3-neck round-bottomed flask fitted with condenser, dropping funnel pressure equalizer and magnetic stirrer were placed dry benzene (300 ml) and 6-bromo-2,2-dimethylhexanoate (40 g, 0.159 mol) under argon. To this solution, DIBAL (400 ml as a 1M solution in hexane) was added over 45 min at room temperature, via a syringe. During the addition, the temperature rose to ca. 50° C., and when the exothermic reaction ceased, the mixture was heated to 50˜60° C. for an additional 4 hrs. The react... The solvent is C(C)OCC (Diethyl ether), CCCCCC (hexane). Reaction conditions: time 8 hour. The yield is 82.1%. RXN SMILES: C1C=CC=CC=1.[Br:7][CH2:8][CH2:9][CH2:10][CH2:11][C:12]([CH3:17])([CH3:16])[C:13]([O-])=[O:14].CC(C[AlH]CC(C)C)C.O>CCCCCC.C(OCC)C>[Br:7][CH2:8][CH2:9][CH2:10][CH2:11][C:12]([CH3:17])([CH3:16])[CH2:13][OH:14].